From a dataset of the Open Reaction Database (ORD), a public repository of structured organic reaction records. describe an organic reaction: reactants, conditions, products, and yield Starting materials: CC1CCCC(C)N1CCN, CCOC(=O)CN1C(=O)CCC1C. Yields the product CC1CCC(=O)N1CC(=O)NCCN1C(C)CCCC1C. Reaction SMILES: [CH3:14][CH:15]1[N:16]([CH2:22][CH2:23][NH2:24])[CH:17]([CH3:21])[CH2:18][CH2:19][CH2:20]1.[CH3:1][CH:2]1[N:3]([CH2:8][C:9]([O:11][CH2:10][CH3:12])=[O:13])[C:4](=[O:7])[CH2:5][CH2:6]1>>[CH3:1][CH:2]1[N:3]([CH2:8][C:9](=[O:11])[NH:24][CH2:23][CH2:22][N:16]2[CH:15]([CH3:14])[CH2:20][CH2:19][CH2:18][CH:17]2[CH3:21])[C:4](=[O:7])[CH2:5][CH2:6]1. Starting materials: ClCC(C(C(=CC1=CC=C(C=C1)Cl)N1N=CN=C1)=O)(C)C (1-chloro-5-(4-chlorophenyl)-2,2-dimethyl-4-(1,2,4-triazol-1-yl)-4-penten-3-one), [BH4-].[Na+] (sodium borohydride). Run in C(C)(C)O (isopropanol). Product: ClCC(C(C(=CC1=CC=C(C=C1)Cl)N1N=CN=C1)O)(C)C (1-chloro-5-(4-chlorophenyl)-2,2-dimethyl-4-(1,2,4-triazol-1-yl)-4-penten-3-ol). Yield: 96.0%. As a reaction SMILES: [Cl:1][CH2:2][C:3]([CH3:21])([CH3:20])[C:4](=[O:19])[C:5]([N:14]1[CH:18]=[N:17][CH:16]=[N:15]1)=[CH:6][C:7]1[CH:12]=[CH:11][C:10]([Cl:13])=[CH:9][CH:8]=1.[BH4-].[Na+]>C(O)(C)C>[Cl:1][CH2:2][C:3]([CH3:21])([CH3:20])[CH:4]([OH:19])[C:5]([N:14]1[CH:18]=[N:17][CH:16]=[N:15]1)=[CH:6][C:7]1[CH:8]=[CH:9][C:10]([Cl:13])=[CH:11][CH:12]=1 |f:1.2|. Procedure: 162 g (0.5 mol) of 1-chloro-5-(4-chlorophenyl)-2,2-dimethyl-4-(1,2,4-triazol-1-yl)-4-penten-3-one (prepared as described in Example III-2) were dissolved in 500 ml of isopropanol, and 9.5 g (0.25 mol) of sodium borohydride were added in portions to the solution, while stirring. The reaction mixture was stirred for 10 hours at room temperature, and was then concentrated in vacuo. The residue was taken up in toluene, and the solution was washed with dilute acetic acid and then with water, and was ... Starting materials: Cc1ccccc1, Nc1c(C(=O)c2cccc(O)c2)cnn1-c1ccc(F)cc1, OCc1ccccn1. The product is Nc1c(C(=O)c2cccc(OCc3ccccn3)c2)cnn1-c1ccc(F)cc1. RXN SMILES: [CH3:31][c:32]1[cH:33][cH:34][cH:35][cH:36][cH:37]1.[NH2:1][c:2]1[c:3]([C:14]([c:15]2[cH:16][c:17]([OH:21])[cH:18][cH:19][cH:20]2)=[O:22])[cH:4][n:5][n:6]1-[c:7]1[cH:8][cH:9][c:10]([F:13])[cH:11][cH:12]1.[n:23]1[c:24]([CH2:29][OH:30])[cH:25][cH:26][cH:27][cH:28]1>>[NH2:1][c:2]1[c:3]([C:14]([c:15]2[cH:16][c:17]([O:21][CH2:29][c:24]3[n:23][cH:28][cH:27][cH:26][cH:25]3)[cH:18][cH:19][cH:20]2)=[O:22])[cH:4][n:5][n:6]1-[c:7]1[cH:8][cH:9][c:10]([F:13])[cH:11][cH:12]1. Starting materials: CC(=O)N(CCCl)Cc1cccc2c(=O)c(C)c(-c3ccccc3)oc12, O=C([O-])[O-], COc1ccccc1N1CCNCC1, CN(C)C=O, [K+], [K+], O. Product: COc1ccccc1N1CCN(CCN(Cc2cccc3c(=O)c(C)c(-c4ccccc4)oc23)C(C)=O)CC1, Cl. RXN SMILES: [C:1]([CH3:2])(=[O:3])[N:4]([CH2:5][CH2:6][Cl:7])[CH2:8][c:9]1[cH:10][cH:11][cH:12][c:13]2[c:14](=[O:26])[c:15]([CH3:25])[c:16](-[c:19]3[cH:20][cH:21][cH:22][cH:23][cH:24]3)[o:17][c:18]12.[C:42](=[O:43])([O-:44])[O-:45].[CH3:27][O:28][c:29]1[c:30]([N:35]2[CH2:36][CH2:37][NH:38][CH2:39][CH2:40]2)[cH:31][cH:32][cH:33][cH:34]1.[CH3:48][N:49]([CH3:50])[CH:51]=[O:52].[K+:46].[K+:47].[OH2:41]>>[C:1]([CH3:2])(=[O:3])[N:4]([CH2:5][CH2:6][N:38]1[CH2:37][CH2:36][N:35]([c:30]2[c:29]([O:28][CH3:27])[cH:34][cH:33][cH:32][cH:31]2)[CH2:40][CH2:39]1)[CH2:8][c:9]1[cH:10][cH:11][cH:12][c:13]2[c:14](=[O:26])[c:15]([CH3:25])[c:16](-[c:19]3[cH:20][cH:21][cH:22][cH:23][cH:24]3)[o:17][c:18]12.[ClH:7]. The reactants are C(C)(=O)O[C@@]1([C@]2(C)[C@@H](CC1)[C@@H]1CC[C@H]3C[C@H](C[C@@H]([C@]3(C)[C@H]1CC2)C)O)CCC (17β-acetoxy-1α-methyl-17α-n-propyl-5α-androstan-3β-ol), COCOC (formaldehyde dimethylacetal), O=P12OP3(=O)OP(=O)(O1)OP(=O)(O2)O3 (phosphorus pentoxide). Solvent: ClCCl (dichloromethane). Run at time 45 minute. The product is C(C)(=O)O[C@@]1([C@]2(C)[C@@H](CC1)[C@@H]1CC[C@H]3C[C@H](C[C@@H]([C@]3(C)[C@H]1CC2)C)COC)CCC (17β-acetoxy-3β-methoxymethyl-1α-methyl-17α-n-propyl-5α-androstane). RXN SMILES: [C:1]([O:4][C@@:5]1([CH2:26][CH2:27][CH3:28])[CH2:10][CH2:9][C@H:8]2[C@H:11]3[C@H:21]([CH2:22][CH2:23][C@:6]12[CH3:7])[C@:19]1([CH3:20])[C@H:14]([CH2:15][C@@H:16](O)[CH2:17][C@@H:18]1[CH3:24])[CH2:13][CH2:12]3)(=[O:3])[CH3:2].[CH3:29][O:30][CH2:31]OC.O=P12OP3(OP(OP(O3)(O1)=O)(=O)O2)=O>ClCCl>[C:1]([O:4][C@@:5]1([CH2:26][CH2:27][CH3:28])[CH2:10][CH2:9][C@H:8]2[C@H:11]3[C@H:21]([CH2:22][CH2:23][C@:6]12[CH3:7])[C@:19]1([CH3:20])[C@H:14]([CH2:15][C@@H:16]([CH2:29][O:30][CH3:31])[CH2:17][C@@H:18]1[CH3:24])[CH2:13][CH2:12]3)(=[O:3])[CH3:2]. Reported procedure: 400 mg of 17β-acetoxy-1α-methyl-17α-n-propyl-5α-androstan-3β-ol is combined in 2.8 ml of absolute dichloromethane and 1.8 ml of formaldehyde dimethylacetal with a mixture of 600 mg of kieselguhr W 20 and 300 mg of phosphorus pentoxide and stirred for 45 minutes at room temperature. The mixture is vacuum-filtered from the insoluble components and washed with dichloromethane containing 3-5% triethylamine. The crude product obtained after evaporation is chromatographed on silica gel, thus producing...